Task: describe an organic reaction: reactants, conditions, products, and yield. Dataset: the Open Reaction Database (ORD), a public repository of structured organic reaction records Reactants: COC(=O)C(C1CCC(=O)C1)S(=O)(=O)c1ccccc1, CI, [H-], [Na+], CN(C)C=O, O. Yields the product COC(=O)C(C)(C1CCC(=O)C1)S(=O)(=O)c1ccccc1. Reaction SMILES: [CH3:1][O:2][C:3]([CH:4]([CH:5]1[CH2:6][C:7](=[O:10])[CH2:8][CH2:9]1)[S:11](=[O:12])(=[O:13])[c:14]1[cH:15][cH:16][cH:17][cH:18][cH:19]1)=[O:20].[CH3:23][I:24].[H-:22].[Na+:21].[O:26]=[CH:27][N:28]([CH3:29])[CH3:30].[OH2:25]>>[CH3:1][O:2][C:3]([C:4]([CH:5]1[CH2:6][C:7](=[O:10])[CH2:8][CH2:9]1)([S:11](=[O:12])(=[O:13])[c:14]1[cH:15][cH:16][cH:17][cH:18][cH:19]1)[CH3:23])=[O:20]. The reactants are C1(=CC=CC=C1)OC (anisole), CC=1C=C(C(=O)Cl)C=CC1 (3-methylbenzoyl chloride). Reagents/catalysts: FC(S(=O)(=O)[O-])(F)F.[Sc+3].FC(S(=O)(=O)[O-])(F)F.FC(S(=O)(=O)[O-])(F)F (scandium(III) trifluoromethanesulfonate). The solvent is [N+](=O)([O-])C (nitromethane). Reaction conditions: temperature 60 celsius, time 8 hour. Yields the product CC=1C=C(C=CC1)C(=O)C1=CC=C(C=C1)OC (4-Methoxyphenyl 3-methylphenyl ketone). Isolated yield 56.1%. Reaction SMILES: [C:1]1([O:7][CH3:8])[CH:6]=[CH:5][CH:4]=[CH:3][CH:2]=1.[CH3:9][C:10]1[CH:11]=[C:12]([CH:16]=[CH:17][CH:18]=1)[C:13](Cl)=[O:14]>FC(F)(F)S([O-])(=O)=O.[Sc+3].FC(F)(F)S([O-])(=O)=O.FC(F)(F)S([O-])(=O)=O.[N+](C)([O-])=O>[CH3:9][C:10]1[CH:11]=[C:12]([C:13]([C:4]2[CH:5]=[CH:6][C:1]([O:7][CH3:8])=[CH:2][CH:3]=2)=[O:14])[CH:16]=[CH:17][CH:18]=1 |f:2.3.4.5|. Procedure details: To commercially available nitromethane (5 ml) were added commercially available anisole (541 mg), commercially available 3-methylbenzoyl chloride (773 mg) and commercially available scandium(III) trifluoromethanesulfonate (49 mg), and the admixture was stirred at 60° C. overnight. The reaction mixture was partitioned between water and chloroform, and the chloroform layer was dried with anhydrous magnesium sulfate. After removing the solvent by reduced-pressure distillation, the resulting residue... Reactants: Cl (HCl), C(C1=CC=CC=C1)OCC(=O)Cl (Benzyloxyacetyl chloride), solution, [Li+].CC(C)[N-]C(C)C (LDA), solution, C[Mg]I (methylmagnesium iodide), C(C1=CC=CC=C1)(=O)C(=O)OCC (ethyl benzoylformate). The solvent is CCOCC (ether), C1CCOC1 (THF), C1CCOC1 (THF). Run at temperature 0 celsius, time 45 minute. Yields the product OC1=C(C(OC1(C1=CC=CC=C1)C)=O)OCC1=CC=CC=C1 (4-hydroxy-5-methyl-5-phenyl-3-phenylmethoxy-2-(5H)-furanone). Yield: 20.0%. As a reaction SMILES: [C:1]([C:9]([O:11]CC)=O)(=[O:8])[C:2]1[CH:7]=[CH:6][CH:5]=[CH:4][CH:3]=1.C[Mg]I.[CH2:17]([O:24][CH2:25][C:26](Cl)=[O:27])[C:18]1[CH:23]=[CH:22][CH:21]=[CH:20][CH:19]=1.[Li+].[CH3:30]C([N-]C(C)C)C.Cl>C1COCC1.CCOCC>[OH:11][C:9]1[C:1]([CH3:30])([C:2]2[CH:3]=[CH:4][CH:5]=[CH:6][CH:7]=2)[O:8][C:26](=[O:27])[C:25]=1[O:24][CH2:17][C:18]1[CH:23]=[CH:22][CH:21]=[CH:20][CH:19]=1 |f:3.4|. Reported procedure: To a 2-necked flask flame dried under argon with septum and charged with a solution of 3.6 g (20 mmol) of ethyl benzoylformate in 50 mL of anhydrous THF at -30° C. was slowly added 7 mL (21 mmol) of a 3.0 M solution of methylmagnesium iodide. The reaction mixture was stirred at 0° C. for 45 minutes, then at room temperature for 30 minutes and again cooled to 0° C. Benzyloxyacetyl chloride (3.4 mL, 21 mmol) was added and the reaction mixture was stirred at room temperature for 1 hour, cooled to -... Reactants: CC(C)C(=O)OCOC(=O)ON1C(=O)CCC1=O, NC(CO)C(=O)O. Yields the product CC(C)C(=O)OCOC(=O)NC(CO)C(=O)O. As a reaction SMILES: [CH3:8][CH:9]([C:10](=[O:11])[O:12][CH2:13][O:14][C:15](=[O:16])[O:17][N:18]1[C:19](=[O:20])[CH2:21][CH2:22][C:23]1=[O:24])[CH3:25].[NH2:1][CH:2]([CH2:3][OH:4])[C:5]([OH:6])=[O:7]>>[NH:1]([CH:2]([CH2:3][OH:4])[C:5]([OH:6])=[O:7])[C:15]([O:14][CH2:13][O:12][C:10]([CH:9]([CH3:8])[CH3:25])=[O:11])=[O:16]. Starting materials: C(C)OC(C1=CC=C(C=C1)NC1=NC=CC(=N1)C1=NC=CN=C1C)=O (4-[4-(3-methylpyrazin-2-yl)-pyrimidin-2-ylamino]-benzoic acid ethyl ester), C(C)OC(C1=CC=C(C=C1)NC1=NC=CC(=N1)C=1C=NC=CC1)=O (4-(4-pyridin-3-yl-pyrimidin-2-ylamino)-benzoic acid ethyl ester). Yields the product CC=1C(=NC=CN1)C1=NC(=NC=C1)NC1=CC=C(C(=O)O)C=C1 (4-[4-(3-methyl-pyrazin-2-yl)-pyrimidin-2-ylamino]-benzoic acid). Reaction SMILES: C([O:3][C:4](=[O:25])[C:5]1[CH:10]=[CH:9][C:8]([NH:11][C:12]2[N:17]=[C:16]([C:18]3[C:23]([CH3:24])=[N:22][CH:21]=[CH:20][N:19]=3)[CH:15]=[CH:14][N:13]=2)=[CH:7][CH:6]=1)C.C(OC(=O)C1C=CC(NC2N=C(C3C=NC=CC=3)C=CN=2)=CC=1)C>>[CH3:24][C:23]1[C:18]([C:16]2[CH:15]=[CH:14][N:13]=[C:12]([NH:11][C:8]3[CH:9]=[CH:10][C:5]([C:4]([OH:25])=[O:3])=[CH:6][CH:7]=3)[N:17]=2)=[N:19][CH:20]=[CH:21][N:22]=1. Procedure details: 4-[4-(3-methylpyrazin-2-yl)-pyrimidin-2-ylamino]-benzoic acid ethyl ester prepared in Preparation 14 was used instead of 4-(4-pyridin-3-yl-pyrimidin-2-ylamino)-benzoic acid ethyl ester according to the similar procedure to Preparation 19 to give the titled compound as yellow solid. Reactants: CC(C)(C)OC(=O)c1ccccc1O, O=C([O-])[O-], CN(C)C=O, [Cs+], [Cs+], O=[N+]([O-])c1cccc(S(=O)(=O)OCC2CO2)c1. Product: CC(C)(C)OC(=O)c1ccccc1OCC1CO1. RXN SMILES: [C:1]([c:2]1[c:3]([OH:4])[cH:5][cH:6][cH:7][cH:8]1)(=[O:9])[O:10][C:11]([CH3:12])([CH3:13])[CH3:14].[C:32](=[O:33])([O-:34])[O-:35].[CH3:38][N:39]([CH3:40])[CH:41]=[O:42].[Cs+:36].[Cs+:37].[N+:15]([c:16]1[cH:17][c:18]([S:19]([O:20][CH2:28][CH:29]2[O:30][CH2:31]2)(=[O:21])=[O:22])[cH:23][cH:24][cH:25]1)([O-:26])=[O:27]>>[C:1]([c:2]1[c:3]([O:4][CH2:28][CH:29]2[O:30][CH2:31]2)[cH:5][cH:6][cH:7][cH:8]1)(=[O:9])[O:10][C:11]([CH3:12])([CH3:13])[CH3:14].